The task is: describe an organic reaction: reactants, conditions, products, and yield. This data is from the Open Reaction Database (ORD), a public repository of structured organic reaction records. The reactants are COC(=O)N1CC(c2c[nH]c3cc(F)ccc23)C2C1CCN2C(=O)C(NC(=O)OC(C)(C)C)C1CCCCC1, CS(=O)(=O)Cl, CN(C)c1ccncc1, CCN(C(C)C)C(C)C, ClCCl. Yields the product CC(C)(C)OC(=O)NC(C(=O)N1CCC2C1C(c1c[nH]c3cc(F)ccc13)CN2S(C)(=O)=O)C1CCCCC1. RXN SMILES: [CH3:1][O:2][C:3](=[O:4])[N:5]1[CH:6]2[CH:7]([CH:8]([c:10]3[cH:11][nH:12][c:13]4[cH:14][c:15]([F:19])[cH:16][cH:17][c:18]34)[CH2:9]1)[N:20]([C:23]([CH:24]([CH:25]1[CH2:26][CH2:27][CH2:28][CH2:29][CH2:30]1)[NH:31][C:32](=[O:33])[O:34][C:35]([CH3:36])([CH3:37])[CH3:38])=[O:39])[CH2:21][CH2:22]2.[CH3:49][S:50]([Cl:51])(=[O:52])=[O:53].[CH3:57][N:58]([c:59]1[cH:60][cH:61][n:62][cH:63][cH:64]1)[CH3:65].[CH:40]([N:41]([CH2:42][CH3:43])[CH:44]([CH3:45])[CH3:46])([CH3:47])[CH3:48].[Cl:54][CH2:55][Cl:56]>>[N:5]1([S:50]([CH3:49])(=[O:52])=[O:53])[CH:6]2[CH:7]([CH:8]([c:10]3[cH:11][nH:12][c:13]4[cH:14][c:15]([F:19])[cH:16][cH:17][c:18]34)[CH2:9]1)[N:20]([C:23]([CH:24]([CH:25]1[CH2:26][CH2:27][CH2:28][CH2:29][CH2:30]1)[NH:31][C:32](=[O:33])[O:34][C:35]([CH3:36])([CH3:37])[CH3:38])=[O:39])[CH2:21][CH2:22]2. Reactants: CCO, FC(F)(F)Oc1ccc(OC2CCN(c3ccc(OC4CCCCO4)cc3)CC2)cc1, Cc1ccc(S(=O)(=O)[O-])cc1, c1cc[nH+]cc1. Yields the product Oc1ccc(N2CCC(Oc3ccc(OC(F)(F)F)cc3)CC2)cc1. As a reaction SMILES: [CH3:49][CH2:50][OH:51].[O:1]1[CH2:2][CH2:3][CH2:4][CH2:5][CH:6]1[O:7][c:8]1[cH:9][cH:10][c:11]([N:14]2[CH2:15][CH2:16][CH:17]([O:20][c:21]3[cH:22][cH:23][c:24]([O:27][C:28]([F:29])([F:30])[F:31])[cH:25][cH:26]3)[CH2:18][CH2:19]2)[cH:12][cH:13]1.[c:32]1([CH3:33])[cH:34][cH:35][c:36]([S:37]([O-:38])(=[O:39])=[O:40])[cH:41][cH:42]1.[nH+:43]1[cH:44][cH:45][cH:46][cH:47][cH:48]1>>[OH:7][c:8]1[cH:9][cH:10][c:11]([N:14]2[CH2:15][CH2:16][CH:17]([O:20][c:21]3[cH:22][cH:23][c:24]([O:27][C:28]([F:29])([F:30])[F:31])[cH:25][cH:26]3)[CH2:18][CH2:19]2)[cH:12][cH:13]1. The reactants are O(C1=CC=CC=C1)C=CC(OC1=CC=CC=C1)=NC1=CC=CC=C1 (phenyl 3-(phenoxy)-N-phenylacrylimidate), CNC1=CC=CC=C1 (N-methylaniline), N,N-dimethylaminopyridine. Yield: 41.9%. Procedure details: phenyl 3-(phenoxy)-N-phenylacrylimidate (0.39 g) was dissolved to acetonitrile (5 ml), and N-methylaniline (0.20 g) and catalytic amount of N,N-dimethylaminopyridine were added at room temperature. It was stirred for two hours at the same temperature and for eight hours under heat refluxing. It was concentrated under reduced pressure. The residue was subjected to silica gel column chromatography (hexane:ethyl acetate=10:1) to obtain phenyl 3-(N′-methyl-N′-phenylamino)-N-phenylacrylimidate (0.17 ... Run in C(C)#N (acetonitrile). RXN SMILES: O([CH:8]=[CH:9][C:10](=[N:18][C:19]1[CH:24]=[CH:23][CH:22]=[CH:21][CH:20]=1)[O:11][C:12]1[CH:17]=[CH:16][CH:15]=[CH:14][CH:13]=1)C1C=CC=CC=1.[CH3:25][NH:26][C:27]1[CH:32]=[CH:31][CH:30]=[CH:29][CH:28]=1>C(#N)C>[CH3:25][N:26]([CH:8]=[CH:9][C:10](=[N:18][C:19]1[CH:20]=[CH:21][CH:22]=[CH:23][CH:24]=1)[O:11][C:12]1[CH:13]=[CH:14][CH:15]=[CH:16][CH:17]=1)[C:27]1[CH:32]=[CH:31][CH:30]=[CH:29][CH:28]=1. Yields the product CN(C1=CC=CC=C1)C=CC(OC1=CC=CC=C1)=NC1=CC=CC=C1 (phenyl 3-(N′-methyl-N′-phenylamino)-N-phenylacrylimidate). Run at time 8 hour. The reactants are CN(C)C=O, ClCCl, COC(=O)C(=O)CCC(=O)[O-], O=S(Cl)Cl. The product is COC(=O)C1(Cl)CCC(=O)O1. RXN SMILES: [CH3:16][N:17]([CH3:18])[CH:19]=[O:20].[Cl:21][CH2:22][Cl:23].[O:1]=[C:2]([C:3](=[O:4])[O:5][CH3:6])[CH2:7][CH2:8][C:9](=[O:10])[O-:11].[S:12]([Cl:13])([Cl:14])=[O:15]>>[C:2]1([C:3](=[O:4])[O:5][CH3:6])([Cl:14])[CH2:7][CH2:8][C:9](=[O:10])[O:11]1.